From a dataset of the Open Reaction Database (ORD), a public repository of structured organic reaction records. describe an organic reaction: reactants, conditions, products, and yield Starting materials: C(C)(C)(C)OC(NC1=C(C=C(C=C1)C1=C(C=CC=C1OC)F)N)=O ((3-amino-2′-fluoro-6′-methoxy-biphenyl-4-yl)-carbamic acid tert.-butyl ester), CC1(OC(C=C(O1)C=1C=C(C#N)C=CC1)=O)C (3-(2,2-dimethyl-6-oxo-6H-[1,3]dioxin-4-yl)-benzonitrile), C(=O)(C(F)(F)F)O (TFA). The solvent is C(Cl)Cl (CH2Cl2). Product: FC1=C(C(=CC=C1)OC)C1=CC2=C(N=C(CC(N2)=O)C=2C=C(C#N)C=CC2)C=C1 (3-[7-(2-Fluoro-6-methoxy-phenyl)-4-oxo-4,5-dihydro-3H-benzo[b][1,4]diazepin-2-yl]-benzonitrile). As a reaction SMILES: C(OC(=O)[NH:7][C:8]1[CH:13]=[CH:12][C:11]([C:14]2[C:19]([O:20][CH3:21])=[CH:18][CH:17]=[CH:16][C:15]=2[F:22])=[CH:10][C:9]=1[NH2:23])(C)(C)C.CC1(C)O[C:30]([C:32]2[CH:33]=[C:34]([CH:37]=[CH:38][CH:39]=2)[C:35]#[N:36])=[CH:29][C:28](=[O:40])O1.C(O)(C(F)(F)F)=O>C(Cl)Cl>[F:22][C:15]1[CH:16]=[CH:17][CH:18]=[C:19]([O:20][CH3:21])[C:14]=1[C:11]1[CH:12]=[CH:13][C:8]2[N:7]=[C:30]([C:32]3[CH:33]=[C:34]([CH:37]=[CH:38][CH:39]=3)[C:35]#[N:36])[CH2:29][C:28](=[O:40])[NH:23][C:9]=2[CH:10]=1. Procedure: Prepared from (3-amino-2′-fluoro-6′-methoxy-biphenyl-4-yl)-carbamic acid tert.-butyl ester (Example G44) and 3-(2,2-dimethyl-6-oxo-6H-[1,3]dioxin-4-yl)-benzonitrile (Example J4) according to the general procedure K. The obtained material was deprotected and cyclized by treatment with TFA in CH2Cl2 according to the general procedure M. Obtained as a white solid (47 mg).